From a dataset of the Open Reaction Database (ORD), a public repository of structured organic reaction records. describe an organic reaction: reactants, conditions, products, and yield Starting materials: NC1=CC=C(C=C1)CC(=O)OCCCC (n-butyl 4-aminophenylacetate), N1(CCNCC1)C1=CC=C(C=C1)CC(=O)OCCCC (n-butyl 4-(piperazin-1-yl)-phenylacetate), S(=O)(=O)([O-])[O-] (sulphate). Product: N1(CCNCC1)C1=CC=C(C=C1)CC(=O)OCC (Ethyl 4-(piperazin-1-yl)-phenylacetate). As a reaction SMILES: NC1C=CC(CC(OCCCC)=O)=CC=1.[N:16]1([C:22]2[CH:27]=[CH:26][C:25]([CH2:28][C:29]([O:31][CH2:32][CH2:33]CC)=[O:30])=[CH:24][CH:23]=2)[CH2:21][CH2:20][NH:19][CH2:18][CH2:17]1.S([O-])([O-])(=O)=O>>[N:16]1([C:22]2[CH:23]=[CH:24][C:25]([CH2:28][C:29]([O:31][CH2:32][CH3:33])=[O:30])=[CH:26][CH:27]=2)[CH2:17][CH2:18][NH:19][CH2:20][CH2:21]1. Procedure: In analogous manner, with the use of n-butyl 4-aminophenylacetate, there is prepared n-butyl 4-(piperazin-1-yl)-phenylacetate; yield 52% of theory of sulphate; m.p. 197°-199° C. Starting materials: Brc1nccs1, CCCC[Sn](CCCC)(CCCC)c1nccn1COCC, Cc1ccccc1, CCN1c2ccncc2NC1Cn1ccnc1-c1cccc(F)c1, [Na+], O=C([O-])O. The product is CCOCn1ccnc1-c1nccs1. As a reaction SMILES: [Br:23][c:24]1[s:25][cH:26][cH:27][n:28]1.[CH2:1]([CH3:2])[O:3][CH2:4][n:5]1[c:6]([Sn:10]([CH2:11][CH2:12][CH2:13][CH3:14])([CH2:15][CH2:16][CH2:17][CH3:18])[CH2:19][CH2:20][CH2:21][CH3:22])[n:7][cH:8][cH:9]1.[CH3:58][c:59]1[cH:60][cH:61][cH:62][cH:63][cH:64]1.[F:29][c:30]1[cH:31][c:32](-[c:33]2[n:34]([CH2:35][CH:36]3[NH:37][c:38]4[cH:39][n:40][cH:41][cH:42][c:43]4[N:44]3[CH2:45][CH3:46])[cH:47][cH:48][n:49]2)[cH:50][cH:51][cH:52]1.[Na+:57].[O-:53][C:54]([OH:55])=[O:56]>>[CH2:1]([CH3:2])[O:3][CH2:4][n:5]1[c:6](-[c:24]2[s:25][cH:26][cH:27][n:28]2)[n:7][cH:8][cH:9]1. The reactants are CC(=O)Cl, CO, COC(=O)c1ccc(C(=O)NNC(=O)OC(C)(C)C)cc1. Product: COC(=O)c1ccc(C(=O)NN)cc1. Reaction SMILES: [CH3:1][C:2](=[O:3])[Cl:4].[CH3:26][OH:27].[CH3:5][O:6][C:7](=[O:8])[c:9]1[cH:10][cH:11][c:12]([C:13](=[O:14])[NH:15][NH:16][C:17]([O:18][C:19]([CH3:20])([CH3:21])[CH3:22])=[O:23])[cH:24][cH:25]1>>[CH3:5][O:6][C:7](=[O:8])[c:9]1[cH:10][cH:11][c:12]([C:13](=[O:14])[NH:15][NH2:16])[cH:24][cH:25]1. Starting materials: C(\C=C\C)=O (crotonaldehyde), C(C)C(=O)CC (diethyl ketone), solution, C[O-].[Na+] (sodium methylate), C(C)(=O)O (acetic acid). Run in CO (methanol). Conditions: time 0.5 hour. The product is CC=1C(C(C(CC1)C)C)=O (2,5,6-trimethyl-2-cyclohexen-1-one). As a reaction SMILES: [CH:1](=[O:5])/[CH:2]=[CH:3]/[CH3:4].[CH2:6]([C:8]([CH2:10]C)=O)[CH3:7].C[O-].[Na+].[C:15](O)(=O)C>CO>[CH3:15][C:2]1[C:1](=[O:5])[CH:6]([CH3:7])[CH:8]([CH3:10])[CH2:4][CH:3]=1 |f:2.3|. Reported procedure: 70 g of crotonaldehyde is dripped in the course of one hour into a mixture of 400 g of diethyl ketone and 10 g of a 30% solution of sodium methylate in methanol which is boiling under reflux and the reaction mixture is boiled for another half hour under reflux. The whole is neutralized with glacial acetic acid and the mixture obtained is filtered. 325 g of diethyl ketone is recovered by distillation of the filtrate; 55 g of 2,5,6-trimethyl-2-cyclohexen-1-one having a boiling point of from 74° to...